describe an organic reaction: reactants, conditions, products, and yield From a dataset of the Open Reaction Database (ORD), a public repository of structured organic reaction records. Starting materials: O=C(Cl)CCN1CCCC1=O, O=C(O)CCN1CCCC1=O, O=C1CCOCC1, O=S(Cl)Cl. The product is O=C1CCOCC1C(=O)CCN1CCCC1=O. As a reaction SMILES: [O:16]=[C:17]1[CH2:18][CH2:19][CH2:20][N:21]1[CH2:22][CH2:23][C:24]([Cl:25])=[O:26].[O:1]=[C:2]1[N:3]([CH2:7][CH2:8][C:9](=[O:10])[OH:11])[CH2:4][CH2:5][CH2:6]1.[O:27]1[CH2:28][CH2:29][C:30](=[O:33])[CH2:31][CH2:32]1.[S:12]([Cl:13])([Cl:14])=[O:15]>>[O:1]=[C:2]1[N:3]([CH2:7][CH2:8][C:9](=[O:11])[CH:29]2[CH2:28][O:27][CH2:32][CH2:31][C:30]2=[O:33])[CH2:4][CH2:5][CH2:6]1. Reactants: Nc1nc2c(c(=O)[nH]1)NC(CNc1ccc(C(=O)NC(CCC(=O)O)C(=O)O)cc1)CN2, O=C(n1ccnc1)n1ccnc1, CN(C)C=O, O=CO. Yields the product Nc1nc2c(c(=O)[nH]1)N(C=O)C(CNc1ccc(C(=O)NC(CCC(=O)O)C(=O)O)cc1)CN2. RXN SMILES: [C:13]([CH2:14][CH2:15][CH:16]([C:17](=[O:18])[OH:19])[NH:20][C:21](=[O:22])[c:23]1[cH:24][cH:25][c:26]([NH:27][CH2:28][CH:29]2[CH2:30][NH:31][c:32]3[n:33][c:34]([NH2:35])[nH:36][c:37](=[O:38])[c:39]3[NH:40]2)[cH:41][cH:42]1)(=[O:43])[OH:44].[C:1](=[O:2])([n:3]1[cH:4][cH:5][n:6][cH:7]1)[n:8]1[cH:9][cH:10][n:11][cH:12]1.[CH3:48][N:49]([CH3:50])[CH:51]=[O:52].[CH:45]([OH:46])=[O:47]>>[CH:1](=[O:2])[N:40]1[CH:29]([CH2:28][NH:27][c:26]2[cH:25][cH:24][c:23]([C:21]([NH:20][CH:16]([CH2:15][CH2:14][C:13](=[O:43])[OH:44])[C:17](=[O:18])[OH:19])=[O:22])[cH:42][cH:41]2)[CH2:30][NH:31][c:32]2[n:33][c:34]([NH2:35])[nH:36][c:37](=[O:38])[c:39]21. Starting materials: C([C@H](O)[C@@H](O)[C@H](O)CO)O (xylitol), sugars, C([C@H](C([C@@H](CO)O)O)O)O (D-arabitol), C(C(C(C(CO)O)O)O)O (pentitol). Product: O=C[C@H](O)[C@@H](O)[C@H](O)[C@H](O)CO (glucose), C([C@H](C([C@@H](CO)O)O)O)O (D-arabitol), OCC(=O)[C@@H](O)[C@H](O)CO (D-xylulose), O=C[C@H](O)[C@@H](O)[C@H](O)CO (D-xylose). RXN SMILES: [CH2:1]([OH:10])[C@@H:2]([C@H:4]([C@@H:6]([CH2:8][OH:9])[OH:7])[OH:5])[OH:3].[CH2:11]([OH:20])[C@@H:12]([OH:19])[CH:13]([OH:18])[C@H:14]([OH:17])[CH2:15][OH:16].[CH2:21]([OH:30])[CH:22]([OH:29])[CH:23]([OH:28])[CH:24]([OH:27])[CH2:25][OH:26]>>[O:10]=[CH:1][C@@H:2]([C@H:4]([C@@H:6]([C@@H:8]([CH2:15][OH:16])[OH:9])[OH:7])[OH:5])[OH:3].[CH2:21]([OH:30])[C@@H:22]([OH:29])[CH:23]([OH:28])[C@H:24]([OH:27])[CH2:25][OH:26].[OH:16][CH2:15][C:14]([C@H:13]([C@@H:12]([CH2:11][OH:20])[OH:19])[OH:18])=[O:17].[O:9]=[CH:8][C@@H:6]([C@H:4]([C@@H:2]([CH2:1][OH:10])[OH:3])[OH:5])[OH:7]. Procedure details: It is known from European Patent No. 421,882, of which the Applicant is proprietor, to obtain xylitol syrups having a xylitol content of 80% to 90%, the remainder being essentially composed of D-arabitol, pentitol of the natural D series of sugars. These syrups, which are not very viscous and which are particularly well adapted to the crystallization of xylitol, are obtained by microbiological conversion of glucose to D-arabitol, microbiological oxidation of D-arabitol, to D-xylulose, enzymatic ... Starting materials: C(#N)C1=CC=C(C=C1)C1NC(N(C(=C1C(=O)OCC)C)C1=CC(=CC=C1)C(F)(F)F)=S (Ethyl 4-(4-cyanophenyl)-6-methyl-2-thioxo-1-[3-(trifluoromethyl)phenyl]-1,2,3,4-tetrahydro-5-pyrimidinecarboxylate), Br.BrCCN(CC)CC (N-(2-bromo-ethyl)-N,N-diethylamine hydrobromide), C([O-])([O-])=O.[K+].[K+] (potassium carbonate). Reagents/catalysts: [I-].C(CCC)[N+](CCCC)(CCCC)CCCC (N,N,N-tributyl-1-butanaminium iodide). Run in CC(=O)C (acetone). Reaction conditions: time 8 hour. Yields the product C(#N)C1=CC=C(C=C1)C1N=C(N(C(=C1C(=O)OCC)C)C1=CC(=CC=C1)C(F)(F)F)SCCN(CC)CC (Ethyl 4-(4-cyanophenyl)-2-{[2-(diethylamino)ethyl]sulfanyl}-6-methyl-1-[3-(tri-fluoromethyl)phenyl]-1,4dihydro-5-pyrimidinecarboxylate). RXN SMILES: [C:1]([C:3]1[CH:8]=[CH:7][C:6]([CH:9]2[C:14]([C:15]([O:17][CH2:18][CH3:19])=[O:16])=[C:13]([CH3:20])[N:12]([C:21]3[CH:26]=[CH:25][CH:24]=[C:23]([C:27]([F:30])([F:29])[F:28])[CH:22]=3)[C:11](=[S:31])[NH:10]2)=[CH:5][CH:4]=1)#[N:2].Br.Br[CH2:34][CH2:35][N:36]([CH2:39][CH3:40])[CH2:37][CH3:38].C(=O)([O-])[O-].[K+].[K+]>[I-].C([N+](CCCC)(CCCC)CCCC)CCC.CC(C)=O>[C:1]([C:3]1[CH:4]=[CH:5][C:6]([CH:9]2[C:14]([C:15]([O:17][CH2:18][CH3:19])=[O:16])=[C:13]([CH3:20])[N:12]([C:21]3[CH:26]=[CH:25][CH:24]=[C:23]([C:27]([F:30])([F:29])[F:28])[CH:22]=3)[C:11]([S:31][CH2:34][CH2:35][N:36]([CH2:39][CH3:40])[CH2:37][CH3:38])=[N:10]2)=[CH:7][CH:8]=1)#[N:2] |f:1.2,3.4.5,6.7|. Procedure: Ethyl 4-(4-cyanophenyl)-6-methyl-2-thioxo-1-[3-(trifluoromethyl)phenyl]-1,2,3,4-tetrahydro-5-pyrimidinecarboxylate (Example 3; 100 mg, 0.22 mmol), N-(2-bromo-ethyl)-N,N-diethylamine hydrobromide (64.5 mg, 0.25 mmol), N,N,N-tributyl-1-butanaminium iodide (7 mg, 0.03 mmol) and potassium carbonate (65.2 mg, 0.47 mmol) are dissolved in 3 ml acetone and stirred at room temperature overnight. The solvent is removed in vacuo and the product is purified via preparative HPLC (RP18-column; eluent: acetoni...